This data is from the Open Reaction Database (ORD), a public repository of structured organic reaction records. The task is: describe an organic reaction: reactants, conditions, products, and yield Starting materials: OC1=C(C(=O)OC)C=CC(=C1)OC1CN(CCC1)C(=O)OC(C)(C)C (methyl 2-hydroxy-4-(1-tert-butyloxycarbonyl-3-piperidinyloxy)benzoate), [H-].[Na+] (NaH), CI (CH3I). Solvent: CN(C)C=O (DMF). Conditions: time 2 hour. Yields the product COC1=C(C(=O)OC)C=CC(=C1)OC1CN(CCC1)C(=O)OC(C)(C)C (Methyl 2-methoxy-4-(1-tert-butyloxycarbonyl-3-piperidinyloxy)benzoate). RXN SMILES: [OH:1][C:2]1[CH:11]=[C:10]([O:12][CH:13]2[CH2:18][CH2:17][CH2:16][N:15]([C:19]([O:21][C:22]([CH3:25])([CH3:24])[CH3:23])=[O:20])[CH2:14]2)[CH:9]=[CH:8][C:3]=1[C:4]([O:6][CH3:7])=[O:5].[H-].[Na+].[CH3:28]I>CN(C=O)C>[CH3:28][O:1][C:2]1[CH:11]=[C:10]([O:12][CH:13]2[CH2:18][CH2:17][CH2:16][N:15]([C:19]([O:21][C:22]([CH3:25])([CH3:24])[CH3:23])=[O:20])[CH2:14]2)[CH:9]=[CH:8][C:3]=1[C:4]([O:6][CH3:7])=[O:5] |f:1.2|. Procedure details: To a stirred solution of methyl 2-hydroxy-4-(1-tert-butyloxycarbonyl-3-piperidinyloxy)benzoate from Step 2 above (1.50 g, 4.27 mmol) in DMF (40 mL) under N2 was added NaH (246 mg, 6.41 mmol). The reaction mixture was cooled, then CH3I (0.53 mL, 8.54 mmol) was added via syringe. The reaction mixture was warmed to ambient temperature and stirred for 2 hours. The solvent was removed under reduced pressure and the residue was partitioned between ethyl acetate and aqueous NaHCO3. The ethyl acetate la...